This data is from the Open Reaction Database (ORD), a public repository of structured organic reaction records. The task is: describe an organic reaction: reactants, conditions, products, and yield Starting materials: COCCc1ccccc1-c1ccc(C(CNC(=O)OC(C)(C)C)Cc2ccc(OCCOc3c(Cl)cc(C)cc3Cl)cc2)c(C)c1, ClCCl, Cl, C1COCCO1. The product is COCCc1ccccc1-c1ccc(C(CN)Cc2ccc(OCCOc3c(Cl)cc(C)cc3Cl)cc2)c(C)c1. Reaction SMILES: [Cl:1][c:2]1[c:3]([O:4][CH2:5][CH2:6][O:7][c:8]2[cH:9][cH:10][c:11]([CH2:14][CH:15]([CH2:16][NH:17][C:18](=[O:19])[O:20][C:21]([CH3:22])([CH3:23])[CH3:24])[c:25]3[c:26]([CH3:41])[cH:27][c:28](-[c:31]4[c:32]([CH2:37][CH2:38][O:39][CH3:40])[cH:33][cH:34][cH:35][cH:36]4)[cH:29][cH:30]3)[cH:12][cH:13]2)[c:42]([Cl:47])[cH:43][c:44]([CH3:46])[cH:45]1.[Cl:55][CH2:56][Cl:57].[ClH:48].[O:49]1[CH2:50][CH2:51][O:52][CH2:53][CH2:54]1>>[Cl:1][c:2]1[c:3]([O:4][CH2:5][CH2:6][O:7][c:8]2[cH:9][cH:10][c:11]([CH2:14][CH:15]([CH2:16][NH2:17])[c:25]3[c:26]([CH3:41])[cH:27][c:28](-[c:31]4[c:32]([CH2:37][CH2:38][O:39][CH3:40])[cH:33][cH:34][cH:35][cH:36]4)[cH:29][cH:30]3)[cH:12][cH:13]2)[c:42]([Cl:47])[cH:43][c:44]([CH3:46])[cH:45]1. Reactants: NC1=C(C=C(C#N)C=C1)Br (4-amino-3-bromo-benzonitrile), CC1(CC=C(CC1)B(O)O)C (4,4-dimethylcyclohexen-1-yl boronic acid), C(=O)([O-])[O-].[Na+].[Na+] (Na2CO3). Reported procedure: The title compound was prepared from 4-amino-3-bromo-benzonitrile (as prepared in the previous step, 1.0 g, 5.0 mmol), 4,4-dimethylcyclohexen-1-yl boronic acid (938 mg, 6.07 mmol), Pd(PPh3)4 (585 mg, 0.506 mmol) and 2M Na2CO3 (20.2 mL, 40.5 mmol) according to the procedure in Example 44, step (b) (284 mg, 25%). Mass spectrum (ESI, m/z): Calcd. for C15H18N2, 227.1, found 227.3. Product: NC1=C(C=C(C#N)C=C1)C1=CCC(CC1)(C)C (4-Amino-3-(4,4-dimethyl-cyclohex-1-enyl)-benzonitrile). The reagents and catalysts are C=1C=CC(=CC1)[P](C=2C=CC=CC2)(C=3C=CC=CC3)[Pd]([P](C=4C=CC=CC4)(C=5C=CC=CC5)C=6C=CC=CC6)([P](C=7C=CC=CC7)(C=8C=CC=CC8)C=9C=CC=CC9)[P](C=1C=CC=CC1)(C=1C=CC=CC1)C=1C=CC=CC1 (Pd(PPh3)4). Reaction SMILES: [NH2:1][C:2]1[CH:9]=[CH:8][C:5]([C:6]#[N:7])=[CH:4][C:3]=1Br.[CH3:11][C:12]1([CH3:21])[CH2:17][CH2:16][C:15](B(O)O)=[CH:14][CH2:13]1.C([O-])([O-])=O.[Na+].[Na+]>C1C=CC([P]([Pd]([P](C2C=CC=CC=2)(C2C=CC=CC=2)C2C=CC=CC=2)([P](C2C=CC=CC=2)(C2C=CC=CC=2)C2C=CC=CC=2)[P](C2C=CC=CC=2)(C2C=CC=CC=2)C2C=CC=CC=2)(C2C=CC=CC=2)C2C=CC=CC=2)=CC=1>[NH2:1][C:2]1[CH:9]=[CH:8][C:5]([C:6]#[N:7])=[CH:4][C:3]=1[C:15]1[CH2:16][CH2:17][C:12]([CH3:21])([CH3:11])[CH2:13][CH:14]=1 |f:2.3.4,^1:31,33,52,71|. Reactants: ClC1=C(OCCN(C)CCC2=CC(=C(C=C2)OC)OC)C=CC(=C1)[N+](=O)[O-] (1-(2-chloro-4-nitrophenoxy)-2-[N-(3,4-dimethoxyphenethyl)-N-methylamino]ethane), ( 2 ), [O-]S(=O)S(=O)[O-].[Na+].[Na+] (Na2S2O4), O (water). Solvent: C(C)O (ethanol). Product: NC1=CC(=C(OCCN(C)CCC2=CC(=C(C=C2)OC)OC)C=C1)Cl (1-(4-amino-2-chlorophenoxy)-2-[N-(3,4-dimethoxyphenethyl)-N-methylamino]ethane). Isolated yield 32.8%. RXN SMILES: [Cl:1][C:2]1[CH:24]=[C:23]([N+:25]([O-])=O)[CH:22]=[CH:21][C:3]=1[O:4][CH2:5][CH2:6][N:7]([CH2:9][CH2:10][C:11]1[CH:16]=[CH:15][C:14]([O:17][CH3:18])=[C:13]([O:19][CH3:20])[CH:12]=1)[CH3:8].[O-]S(S([O-])=O)=O.[Na+].[Na+].O>C(O)C>[NH2:25][C:23]1[CH:22]=[CH:21][C:3]([O:4][CH2:5][CH2:6][N:7]([CH2:9][CH2:10][C:11]2[CH:16]=[CH:15][C:14]([O:17][CH3:18])=[C:13]([O:19][CH3:20])[CH:12]=2)[CH3:8])=[C:2]([Cl:1])[CH:24]=1 |f:1.2.3|. Procedure: A portion (15.63 g, 0.040 mol) of the 1-(2-chloro-4-nitrophenoxy)-2-[N-(3,4-dimethoxyphenethyl)-N-methylamino]ethane produced in (2) above was dissolved in hot ethanol (500 ml) and, thereafter, a solution consisting of a mixture of Na2S2O4 (27.56 g) and water (125 ml) was added to the resulting solution, thereby forming a precipitate. The mixture was heated at the reflux temperature for 20 min. Thereafter, the solvent was evaporated and the residue was diluted with water, followed by extraction ... Starting materials: C(C)OC(COC1=CC(=C(C(=C1)C)CC1=CC(=C(C=C1)OCC1=CC=CC=C1)S(=O)(=O)C1=CC=C(C=C1)F)C)=O (Ethyl(4-{4-(benzyloxy)-3-[(4-fluorophenyl)sulphonyl]benzyl}-3,5-dimethylphenoxy)acetate). The reagents and catalysts are [Pd] (palladium on activated carbon). Solvent: C(C)O (ethanol). Conditions: time 2 hour. Yields the product FC1=CC=C(C=C1)S(=O)(=O)C=1C=C(CC2=C(C=C(OCC(=O)OCC)C=C2C)C)C=CC1O (Ethyl (4-{3-[(4-fluorophenyl)sulphonyl]-4-hydroxybenzyl}-3,5-dimethylphenoxy)acetate). RXN SMILES: [CH2:1]([O:3][C:4](=[O:40])[CH2:5][O:6][C:7]1[CH:12]=[C:11]([CH3:13])[C:10]([CH2:14][C:15]2[CH:20]=[CH:19][C:18]([O:21]CC3C=CC=CC=3)=[C:17]([S:29]([C:32]3[CH:37]=[CH:36][C:35]([F:38])=[CH:34][CH:33]=3)(=[O:31])=[O:30])[CH:16]=2)=[C:9]([CH3:39])[CH:8]=1)[CH3:2]>C(O)C.[Pd]>[F:38][C:35]1[CH:34]=[CH:33][C:32]([S:29]([C:17]2[CH:16]=[C:15]([CH:20]=[CH:19][C:18]=2[OH:21])[CH2:14][C:10]2[C:11]([CH3:13])=[CH:12][C:7]([O:6][CH2:5][C:4]([O:3][CH2:1][CH3:2])=[O:40])=[CH:8][C:9]=2[CH3:39])(=[O:31])=[O:30])=[CH:37][CH:36]=1. Procedure: 50 mg (0.09 mmol) of ethyl (4-{4-(benzyloxy)-3-[(4-fluorophenyl)sulphonyl]benzyl}-3,5-dimethylphenoxy)acetate (Example XI) are dissolved in 20 ml of ethanol. 10 mg of palladium on activated carbon (10%) are added, and the mixture is hydrogenated at 1013 mbar and room temperature for 2 hours. The reaction mixture is then filtered through Celite and the solvent is removed under reduced pressure. This gives 37 mg (86% of theory) of ethyl (4-{3-[(4-fluorophenyl)sulphonyl]-4-hydroxybenzyl}-3,5-di-met...